From a dataset of the Open Reaction Database (ORD), a public repository of structured organic reaction records. describe an organic reaction: reactants, conditions, products, and yield Reactants: C1(=CC=CC=C1)C1=C(OC=C1C1=CC=CC=C1)C(=O)NN (3,4-diphenyl-2-furancarboxylic acid hydrazide), Example 63, C(C)(=O)OCC (ethyl acetate). Yields the product C(#N)C=1C=C(C(=O)NNC(=O)C=2OC=C(C2C2=CC=CC=C2)C2=CC=CC=C2)C=CC1O (3,4-diphenyl-2-furancarboxylic acid 2-(3-cyano-4-hydroxybenzoyl)hydrazide). As a reaction SMILES: [C:1]1([C:7]2[C:11]([C:12]3[CH:17]=[CH:16][CH:15]=[CH:14][CH:13]=3)=[CH:10][O:9][C:8]=2[C:18]([NH:20][NH2:21])=[O:19])[CH:6]=[CH:5][CH:4]=[CH:3][CH:2]=1.C([O:25][CH2:26][CH3:27])(=O)C>>[C:18]([C:8]1[CH:7]=[C:11]([CH:12]=[CH:27][C:26]=1[OH:25])[C:10]([NH:21][NH:20][C:18]([C:8]1[O:9][CH:10]=[C:11]([C:12]2[CH:17]=[CH:16][CH:15]=[CH:14][CH:13]=2)[C:7]=1[C:1]1[CH:2]=[CH:3][CH:4]=[CH:5][CH:6]=1)=[O:19])=[O:9])#[N:20]. Procedure: A mixture of 3,4-diphenyl-2-furancarboxylic acid hydrazide (compound of Reference Example 32, 5.2 g) and the compound of Reference Example 63 (6.1 g) in ethyl acetate (10 ml) was heated at reflux overnight while stirring. The thus-precipitated crystals were collected by filtration and recrystallized from ethyl acetate/diisopropyl ether, thereby giving 5.1 g of the desired compound. Melting point: 178-179° C. Reactants: CC#N, C#Cc1c(C#N)nn(-c2c(Cl)cc(C(F)(F)F)cc2Cl)c1N, O, Cc1ccc(S(=O)(=O)O)cc1. Yields the product CC(=O)c1c(C#N)nn(-c2c(Cl)cc(C(F)(F)F)cc2Cl)c1N. RXN SMILES: [CH3:35][C:36]#[N:37].[NH2:1][c:2]1[c:3]([C:21]#[CH:22])[c:4]([C:19]#[N:20])[n:5][n:6]1-[c:7]1[c:8]([Cl:18])[cH:9][c:10]([C:14]([F:15])([F:16])[F:17])[cH:11][c:12]1[Cl:13].[OH2:34].[c:23]1([CH3:24])[cH:25][cH:26][c:27]([S:28]([OH:29])(=[O:30])=[O:31])[cH:32][cH:33]1>>[NH2:1][c:2]1[c:3]([C:21]([CH3:22])=[O:30])[c:4]([C:19]#[N:20])[n:5][n:6]1-[c:7]1[c:8]([Cl:18])[cH:9][c:10]([C:14]([F:15])([F:16])[F:17])[cH:11][c:12]1[Cl:13]. Starting materials: CCC(=O)OCC(OC(=O)CC)C1OC(OC(=O)CC)C(OC(=O)CC)C1OC(=O)CC, CS[Si](C)(C)C, ClCCCl, ClC(Cl)Cl, C[Si](C)(C)OS(=O)(=O)C(F)(F)F. Yields the product CCC(=O)OCC(OC(=O)CC)C1OC(SC)C(OC(=O)CC)C1OC(=O)CC. As a reaction SMILES: [C:1]([O:2][CH:6]1[CH:7]([O:8][C:9]([CH2:10][CH3:11])=[O:12])[CH:13]([O:14][C:15]([CH2:16][CH3:17])=[O:18])[CH:19]([CH:21]([O:22][C:23]([CH2:24][CH3:25])=[O:26])[CH2:27][O:28][C:29]([CH2:30][CH3:31])=[O:32])[O:20]1)(=[O:3])[CH2:4][CH3:5].[CH3:33][S:34][Si:35]([CH3:36])([CH3:37])[CH3:38].[Cl:51][CH2:52][CH2:53][Cl:54].[Cl:55][CH:56]([Cl:57])[Cl:58].[F:39][C:40]([F:41])([F:42])[S:43]([O:44][Si:45]([CH3:46])([CH3:47])[CH3:48])(=[O:49])=[O:50]>>[CH:6]1([S:34][CH3:33])[CH:7]([O:8][C:9]([CH2:10][CH3:11])=[O:12])[CH:13]([O:14][C:15]([CH2:16][CH3:17])=[O:18])[CH:19]([CH:21]([O:22][C:23]([CH2:24][CH3:25])=[O:26])[CH2:27][O:28][C:29]([CH2:30][CH3:31])=[O:32])[O:20]1. The reactants are BrC=1C=C2C=CC(=NC2=CC1)C(C)=O (1-(6-bromoquinolin-2-yl)ethanone), CC(C)([O-])C.[K+] (potassium t-butoxide). The reagents and catalysts are [Br-].C[P+](C1=CC=CC=C1)(C1=CC=CC=C1)C1=CC=CC=C1 ((methyl)triphenylphosphonium bromide). The solvent is C1CCOC1 (THF), C1CCOC1 (THF), C1CCOC1 (THF). Conditions: time 2 hour. Yields the product BrC=1C=C2C=CC(=NC2=CC1)C(=C)C (6-Bromo-2-isopropenylquinoline). Yield: 95.1%. RXN SMILES: [CH3:1]C(C)([O-])C.[K+].[Br:7][C:8]1[CH:9]=[C:10]2[C:15](=[CH:16][CH:17]=1)[N:14]=[C:13]([C:18](=O)[CH3:19])[CH:12]=[CH:11]2>[Br-].C[P+](C1C=CC=CC=1)(C1C=CC=CC=1)C1C=CC=CC=1.C1COCC1>[Br:7][C:8]1[CH:9]=[C:10]2[C:15](=[CH:16][CH:17]=1)[N:14]=[C:13]([C:18]([CH3:19])=[CH2:1])[CH:12]=[CH:11]2 |f:0.1,3.4|. Procedure: To a stirred suspension of (methyl)triphenylphosphonium bromide (2000 mg, 5.60 mmol) in dry THF (15 ml) was added a solution of potassium t-butoxide (628 mg, 5.60 mmol) in dry THF (10 ml) at ice-cooling. After 2 hours at room temperature, to this was added a solution of 1-(6-bromoquinolin-2-yl)ethanone (700 mg, 2.80 mmol) in dry THF (15 ml) at ice-cooling. After 3 hours at ambient temperature, the mixture was quenched with water and extracted with ethyl acetate (×2). The combined solution was wa... Starting materials: NC(CN1C=C(C=CC1=NS(=O)(=O)C1=CC=C(C=C1)C)OC=1C=C(C=CC1)NC(=O)C1=NC=CC=C1C)=O (N-(3-{[1-(2-amino-2-oxoethyl)-6-{[(4-methylphenyl)sulfonyl]imino}-1,6-dihydropyridin-3-yl]oxy}phenyl)-3-methylpyridine-2-carboxamide), FC(C(=O)OC(C(F)(F)F)=O)(F)F (trifluoroacetic anhydride). The solvent is O1CCCC1 (tetrahydrofuran). Conditions: time 2 hour. Yields the product NC=1N=C2N(C=C(C=C2)OC=2C=C(C=CC2)NC(=O)C2=NC=CC=C2C)C1 (N-{3-[(2-aminoimidazo[1,2-a]pyridin-6-yl)oxy]phenyl}-3-methylpyridine-2-carboxamide). Yield: 69.1%. As a reaction SMILES: [NH2:1][C:2](=O)[CH2:3][N:4]1[C:9](=[N:10]S(C2C=CC(C)=CC=2)(=O)=O)[CH:8]=[CH:7][C:6]([O:21][C:22]2[CH:23]=[C:24]([NH:28][C:29]([C:31]3[C:36]([CH3:37])=[CH:35][CH:34]=[CH:33][N:32]=3)=[O:30])[CH:25]=[CH:26][CH:27]=2)=[CH:5]1.FC(F)(F)C(OC(=O)C(F)(F)F)=O>O1CCCC1>[NH2:1][C:2]1[N:10]=[C:9]2[CH:8]=[CH:7][C:6]([O:21][C:22]3[CH:23]=[C:24]([NH:28][C:29]([C:31]4[C:36]([CH3:37])=[CH:35][CH:34]=[CH:33][N:32]=4)=[O:30])[CH:25]=[CH:26][CH:27]=3)=[CH:5][N:4]2[CH:3]=1. Reported procedure: A mixture of N-(3-{[1-(2-amino-2-oxoethyl)-6-{[(4-methylphenyl)sulfonyl]imino}-1,6-dihydropyridin-3-yl]oxy}phenyl)-3-methylpyridine-2-carboxamide (9.68 g, 18.2 mmol), trifluoroacetic anhydride (30 mL) and tetrahydrofuran (250 mL) was stirred at room temperature for 2 hr. The reaction solution was concentrated under reduced pressure, ethanol (200 mL) and 4M aqueous sodium hydroxide solution (60 mL) were added to the residue, and the mixture was stirred at room temperature for 19 hr. The reaction ... Reactants: O=C([O-])[O-], Cl, [K+], [K+], CCOC12CCC(=O)C3(C)Oc4c(OC)ccc5c4C31CCNC2C5, O, BrCCc1ccccc1. Yields the product CCOC12CCC(=O)C3(C)Oc4c(OC)ccc5c4C31CCN(CCc1ccccc1)C2C5. RXN SMILES: [C:27](=[O:28])([O-:29])[O-:30].[ClH:1].[K+:31].[K+:32].[O:2]1[c:3]2[c:4]([O:25][CH3:26])[cH:5][cH:6][c:7]3[c:16]2[C:15]24[C:10]([O:22][CH2:23][CH3:24])([CH:9]([CH2:8]3)[NH:19][CH2:18][CH2:17]2)[CH2:11][CH2:12][C:13](=[O:21])[C:14]14[CH3:20].[OH2:42].[c:33]1([CH2:39][CH2:40][Br:41])[cH:34][cH:35][cH:36][cH:37][cH:38]1>>[O:2]1[c:3]2[c:4]([O:25][CH3:26])[cH:5][cH:6][c:7]3[c:16]2[C:15]24[C:10]([O:22][CH2:23][CH3:24])([CH:9]([CH2:8]3)[N:19]([CH2:40][CH2:39][c:33]3[cH:34][cH:35][cH:36][cH:37][cH:38]3)[CH2:18][CH2:17]2)[CH2:11][CH2:12][C:13](=[O:21])[C:14]14[CH3:20]. Reactants: [Br-], C[Mg+], O=Cc1ccc(-c2ccc(C(CC3CCOCC3)c3ccc(S(=O)(=O)C4CC4)cc3)[nH]2)nc1, C1CCOC1, O. Product: CC(O)c1ccc(-c2ccc(C(CC3CCOCC3)c3ccc(S(=O)(=O)C4CC4)cc3)[nH]2)nc1. As a reaction SMILES: [Br-:34].[CH3:35][Mg+:36].[CH:1]1([S:4](=[O:5])(=[O:6])[c:7]2[cH:8][cH:9][c:10]([CH:13]([CH2:14][CH:15]3[CH2:16][CH2:17][O:18][CH2:19][CH2:20]3)[c:21]3[cH:22][cH:23][c:24](-[c:26]4[cH:27][cH:28][c:29]([CH:32]=[O:33])[cH:30][n:31]4)[nH:25]3)[cH:11][cH:12]2)[CH2:2][CH2:3]1.[O:38]1[CH2:39][CH2:40][CH2:41][CH2:42]1.[OH2:37]>>[CH:1]1([S:4](=[O:5])(=[O:6])[c:7]2[cH:8][cH:9][c:10]([CH:13]([CH2:14][CH:15]3[CH2:16][CH2:17][O:18][CH2:19][CH2:20]3)[c:21]3[cH:22][cH:23][c:24](-[c:26]4[cH:27][cH:28][c:29]([CH:32]([OH:33])[CH3:35])[cH:30][n:31]4)[nH:25]3)[cH:11][cH:12]2)[CH2:2][CH2:3]1. The reactants are FC1=CC(=C(C=C1)C(=O)N1CC=2N(CC3=C1C=CC=C3)C=CC2)C(F)(F)F ((4-fluoro-2-trifluoromethyl-phenyl)(5H, 11H-pyrrolo[2,1-c][1,4]benzodiazepin-10-yl)-methanone), [H-].[Na+] (sodium hydride), CC=1C=NNC1 (4-methylpyrazole). Run in oil, CN(C=O)C (dimethylformamide). Product: CC=1C=NN(C1)C1=CC(=C(C=C1)C(=O)N1CC=2N(CC3=C1C=CC=C3)C=CC2)C(F)(F)F ([4-(4-Methyl-pyrazol-1-yl)-2-trifluoromethyl-phenyl]-(5H,11H-pyrrolo[2,1-c][1,4]benzodiazepin-10-yl)-methanone). Yield: 50.4%. Reaction SMILES: F[C:2]1[CH:7]=[CH:6][C:5]([C:8]([N:10]2[C:16]3[CH:17]=[CH:18][CH:19]=[CH:20][C:15]=3[CH2:14][N:13]3[CH:21]=[CH:22][CH:23]=[C:12]3[CH2:11]2)=[O:9])=[C:4]([C:24]([F:27])([F:26])[F:25])[CH:3]=1.[H-].[Na+].[CH3:30][C:31]1[CH:32]=[N:33][NH:34][CH:35]=1>CN(C)C=O>[CH3:30][C:31]1[CH:32]=[N:33][N:34]([C:2]2[CH:7]=[CH:6][C:5]([C:8]([N:10]3[C:16]4[CH:17]=[CH:18][CH:19]=[CH:20][C:15]=4[CH2:14][N:13]4[CH:21]=[CH:22][CH:23]=[C:12]4[CH2:11]3)=[O:9])=[C:4]([C:24]([F:25])([F:26])[F:27])[CH:3]=2)[CH:35]=1 |f:1.2|. Reported procedure: In the manner of Example 2, employing (4-fluoro-2-trifluoromethyl-phenyl)(5H, 11H-pyrrolo[2,1-c][1,4]benzodiazepin-10-yl)-methanone (0.8 g), 60% sodium hydride in oil (0.15 g), 4-methylpyrazole (0.20 g) and dimethylformamide (25 ml), the product (0.47 g) was obtained as a colorless amorphous solid, MS, m/z: 437.3 (M+H)+, 873.2 (2M+H)+. The reactants are C(CCCCC)(=S)N (thiohexanamide), ClC(C(=O)Cl)C1=CC=CC=C1 (2-chloro-2-phenylacetyl chloride). Yields the product C(CCCC)C=1SC(=C(N1)O)C1=CC=CC=C1 (2-Pentyl-4-hydroxy-5-phenylthiazole). As a reaction SMILES: [C:1]([NH2:8])(=[S:7])[CH2:2][CH2:3][CH2:4][CH2:5][CH3:6].Cl[CH:10]([C:14]1[CH:19]=[CH:18][CH:17]=[CH:16][CH:15]=1)[C:11](Cl)=[O:12]>>[CH2:2]([C:1]1[S:7][C:10]([C:14]2[CH:19]=[CH:18][CH:17]=[CH:16][CH:15]=2)=[C:11]([OH:12])[N:8]=1)[CH2:3][CH2:4][CH2:5][CH3:6]. Procedure details: The title compound was prepared according to the method of Scheme II in a manner analogous to Example 31 except thiohexanamide was used instead of thiobenzamide and 2-chloro-2-phenylacetyl chloride was used instead of 2-bromopropionate.